Task: describe an organic reaction: reactants, conditions, products, and yield. Dataset: the Open Reaction Database (ORD), a public repository of structured organic reaction records As a reaction SMILES: [C:22](=[O:23])([O-:24])[OH:25].[CH2:13]([N:14]([S:15]([F:16])([F:17])[F:19])[CH2:18][CH3:20])[CH3:21].[CH2:27]([Cl:28])[Cl:29].[N+:1](=[O:2])([O-:3])[c:4]1[cH:5][cH:6][c:7]([CH2:10][CH2:11][OH:12])[cH:8][cH:9]1.[Na+:26]>>[N+:1](=[O:2])([O-:3])[c:4]1[cH:5][cH:6][c:7]([CH2:10][CH2:11][F:19])[cH:8][cH:9]1. The product is O=[N+]([O-])c1ccc(CCF)cc1. The reactants are O=C([O-])O, CCN(CC)S(F)(F)F, ClCCl, O=[N+]([O-])c1ccc(CCO)cc1, [Na+].